This data is from the Open Reaction Database (ORD), a public repository of structured organic reaction records. The task is: describe an organic reaction: reactants, conditions, products, and yield The reactants are C=C(C)C(=O)OCC, Cc1cc(C(C)(C)C)c(O)c(C(C)(C)C)c1, ClCCCl, O=C(OO)c1cccc(Cl)c1. The product is CCOC(=O)C1(C)CO1. Reaction SMILES: [C:28]([C:29](=[CH2:30])[CH3:31])(=[O:32])[O:33][CH2:34][CH3:35].[CH3:12][c:13]1[cH:14][c:15]([C:16]([CH3:17])([CH3:18])[CH3:19])[c:20]([OH:21])[c:22]([C:23]([CH3:24])([CH3:25])[CH3:26])[cH:27]1.[Cl:36][CH2:37][CH2:38][Cl:39].[OH:1][O:2][C:3]([c:4]1[cH:5][c:6]([Cl:7])[cH:8][cH:9][cH:10]1)=[O:11]>>[O:1]1[C:29]([C:28](=[O:32])[O:33][CH2:34][CH3:35])([CH3:30])[CH2:31]1. Starting materials: CCOC(=O)c1ccc(COc2ccc(C(C)C(O)(c3cnc(C)cn3)C(F)(F)F)c(Cl)c2)cc1, CO, Cl, [Li+], C1CCOC1, [OH-]. The product is Cc1cnc(C(O)(C(C)c2ccc(OCc3ccc(C(=O)O)cc3)cc2Cl)C(F)(F)F)cn1. RXN SMILES: [CH2:1]([CH3:2])[O:3][C:4]([c:5]1[cH:6][cH:7][c:8]([CH2:11][O:12][c:13]2[cH:14][c:15]([Cl:34])[c:16]([CH:19]([C:20]([C:21]([F:22])([F:23])[F:24])([c:25]3[n:26][cH:27][c:28]([CH3:31])[n:29][cH:30]3)[OH:32])[CH3:33])[cH:17][cH:18]2)[cH:9][cH:10]1)=[O:35].[CH3:44][OH:45].[ClH:38].[Li+:37].[O:39]1[CH2:40][CH2:41][CH2:42][CH2:43]1.[OH-:36]>>[O:3]=[C:4]([c:5]1[cH:6][cH:7][c:8]([CH2:11][O:12][c:13]2[cH:14][c:15]([Cl:34])[c:16]([CH:19]([C:20]([C:21]([F:22])([F:23])[F:24])([c:25]3[n:26][cH:27][c:28]([CH3:31])[n:29][cH:30]3)[OH:32])[CH3:33])[cH:17][cH:18]2)[cH:9][cH:10]1)[OH:35]. Reactants: NC1=C(C=CC(=C1)Cl)S(=O)(=O)N (2-amino-4-chlorobenzenesulfonamide), CCC(CC)N=C=S (3-pentyl isothiocyanate). The solvent is C(C)(=O)OCC (ethyl acetate). Yields the product ClC=1C=CC2=C(NC(=NS2(=O)=O)NC(CC)CC)C1 (6-Chloro-3-(1-ethylpropyl)amino-4H-1,2,4-benzothiadiazine 1,1-dioxide). RXN SMILES: [NH2:1][C:2]1[CH:7]=[C:6]([Cl:8])[CH:5]=[CH:4][C:3]=1[S:9]([NH2:12])(=[O:11])=[O:10].[CH3:13][CH2:14][CH:15]([N:18]=[C:19]=S)[CH2:16][CH3:17]>C(OCC)(=O)C>[Cl:8][C:6]1[CH:5]=[CH:4][C:3]2[S:9](=[O:11])(=[O:10])[N:12]=[C:19]([NH:18][CH:15]([CH2:16][CH3:17])[CH2:14][CH3:13])[NH:1][C:2]=2[CH:7]=1. Procedure: The title compound was prepared from 2-amino-4-chlorobenzenesulfonamide and 3-pentyl isothiocyanate by a method analogous to the one described in Example 4; m.p. 224-226° C. (ethyl acetate); 1H-NMR (DMSO-d6): δ 0.88 (t, 6H, 2×CH3), 1.33-1.66 (m, 4H, 2×CH2), 3.65 (m, 1H, CH), 7.1 (br.s, 1H, NH), 7.21-7.32 (m, 2H, ArH), 7.68 (d, 1H, ArH), 10.30 (br.s, 1H, NH); MS: m/e 301-303 (M+); (C12H16N3Cl1O2S1) calc. C, 47.76; H, 5.34; N, 13.92; found C, 47.74; H, 5.49; N, 13.93. The reactants are CN(C)C=O, Cc1cc2c(c3cc(C(C)C)c(=O)[nH]c13)OC(C)(CI)C2C, [N-]=[N+]=[N-], [Na+]. Product: Cc1cc2c(c3cc(C(C)C)c(=O)[nH]c13)OC(C)(CN=[N+]=[N-])C2C. Reaction SMILES: [CH3:27][N:28]([CH3:29])[CH:30]=[O:31].[I:1][CH2:2][C:3]1([CH3:22])[CH:4]([CH3:21])[c:5]2[c:6]([c:7]3[cH:8][c:9]([CH:17]([CH3:18])[CH3:19])[c:10](=[O:16])[nH:11][c:12]3[c:13]([CH3:15])[cH:14]2)[O:20]1.[N-:24]=[N+:25]=[N-:26].[Na+:23]>>[CH2:2]([C:3]1([CH3:22])[CH:4]([CH3:21])[c:5]2[c:6]([c:7]3[cH:8][c:9]([CH:17]([CH3:18])[CH3:19])[c:10](=[O:16])[nH:11][c:12]3[c:13]([CH3:15])[cH:14]2)[O:20]1)[N:24]=[N+:25]=[N-:26]. Reactants: [Si](C)(C)(C(C)(C)C)O[C@@H]1C=2C(=C(C(=NC2CC2(C1)CCC2)C(C)C)C=O)I ((S)-5′-(tert-butyldimethylsilyloxy)-4′-iodo-2′-isopropyl-6′,8′-dihydro-5′H-spiro[cyclobutane-1,7′-quinoline]-3′-carbaldehyde), C(C)(C)C1=CC=C(C=C1)[Mg]Br (4-isopropylphenylmagnesiumbromide). The product is [Si](C)(C)(C(C)(C)C)O[C@@H]1C=2C(=C(C(=NC2CC2(C1)CCC2)C(C)C)[C@@H](O)C2=CC=C(C=C2)C(C)C)I ((S)—((S)-5′-(tert-butyldimethylsilyloxy)-4′-iodo-2′-isopropyl-6′,8′-dihydro-5′H-spiro[cyclobutane-1,7′-quinoline]-3′-yl)(4-isopropylphenyl)methanol). As a reaction SMILES: [Si:1]([O:8][C@H:9]1[CH2:18][C:17]2([CH2:21][CH2:20][CH2:19]2)[CH2:16][C:15]2[N:14]=[C:13]([CH:22]([CH3:24])[CH3:23])[C:12]([CH:25]=[O:26])=[C:11]([I:27])[C:10]1=2)([C:4]([CH3:7])([CH3:6])[CH3:5])([CH3:3])[CH3:2].[CH:28]([C:31]1[CH:36]=[CH:35][C:34]([Mg]Br)=[CH:33][CH:32]=1)([CH3:30])[CH3:29]>>[Si:1]([O:8][C@H:9]1[CH2:18][C:17]2([CH2:21][CH2:20][CH2:19]2)[CH2:16][C:15]2[N:14]=[C:13]([CH:22]([CH3:23])[CH3:24])[C:12]([C@H:25]([C:34]3[CH:35]=[CH:36][C:31]([CH:28]([CH3:30])[CH3:29])=[CH:32][CH:33]=3)[OH:26])=[C:11]([I:27])[C:10]1=2)([C:4]([CH3:5])([CH3:6])[CH3:7])([CH3:3])[CH3:2]. Procedure details: Obtained by starting from (S)-5′-(tert-butyldimethylsilyloxy)-4′-iodo-2′-isopropyl-6′,8′-dihydro-5′H-spiro[cyclobutane-1,7′-quinoline]-3′-carbaldehyde and 4-isopropylphenylmagnesiumbromide. The reactants are C=C(C)C#N, CC#N, Cl, Nc1ccccc1. The product is CC(Cl)(C#N)Cc1ccccc1. Reaction SMILES: [C:1]([C:2](=[CH2:3])[CH3:4])#[N:5].[CH3:14][C:15]#[N:16].[ClH:13].[NH2:6][c:7]1[cH:8][cH:9][cH:10][cH:11][cH:12]1>>[C:1]([C:2]([CH2:3][c:7]1[cH:8][cH:9][cH:10][cH:11][cH:12]1)([CH3:4])[Cl:13])#[N:5]. Starting materials: [Al+3], O=C1OC(=O)C2CCCCC12, [Cl-], [Cl-], [Cl-], Cl, O, CCCCCCCc1ccccc1. Yields the product CCCCCCCc1ccc(C(=O)C2CCCCC2C(=O)O)cc1. Reaction SMILES: [Al+3:26].[CH:1]12[CH:2]([CH2:3][CH2:4][CH2:5][CH2:6]1)[C:7](=[O:8])[O:9][C:10]2=[O:11].[Cl-:25].[Cl-:27].[Cl-:28].[ClH:29].[OH2:30].[c:12]1([CH2:18][CH2:19][CH2:20][CH2:21][CH2:22][CH2:23][CH3:24])[cH:13][cH:14][cH:15][cH:16][cH:17]1>>[CH:1]1([C:10]([OH:9])=[O:11])[CH:2]([C:7](=[O:8])[c:15]2[cH:14][cH:13][c:12]([CH2:18][CH2:19][CH2:20][CH2:21][CH2:22][CH2:23][CH3:24])[cH:17][cH:16]2)[CH2:3][CH2:4][CH2:5][CH2:6]1. As a reaction SMILES: [C:25]([C:26]([O-:27])=[O:28])(=[O:29])[O:30][CH2:31][CH3:32].[CH2:1]([Li:2])[CH2:3][CH2:4][CH3:5].[CH3:17][N:18]([CH3:19])[CH2:20][CH2:21][N:22]([CH3:23])[CH3:24].[CH3:38][CH2:39][CH2:40][CH2:41][CH2:42][CH3:43].[Na+:33].[O:44]1[CH2:45][CH2:46][CH2:47][CH2:48]1.[OH:34][C:35](=[O:36])[O-:37].[c:6]1([CH:12]([C:13](=[O:14])[OH:15])[CH3:16])[cH:7][cH:8][cH:9][cH:10][cH:11]1>>[c:6]1([CH:12]([C:13](=[O:15])[C:25](=[O:29])[O:30][CH2:31][CH3:32])[CH3:16])[cH:7][cH:8][cH:9][cH:10][cH:11]1. Starting materials: CCOC(=O)C(=O)[O-], [Li]CCCC, CN(C)CCN(C)C, CCCCCC, [Na+], C1CCOC1, O=C([O-])O, CC(C(=O)O)c1ccccc1. Yields the product CCOC(=O)C(=O)C(C)c1ccccc1. Starting materials: [OH-].[K+] (potash lye), II (iodine), C(C1=CC=CC=C1)N1C([C@@H]([C@H](C1=O)O)O)=O ((3R,4R)-1-benzyl-3,4-dihydroxy-2,5-pyrrolidinedione), B.[Na] (sodium boron hydride). Run in C1CCOC1 (THF), C1CCOC1 (THF), CO (methanol). Conditions: time 30 minute. The product is C(C1=CC=CC=C1)N1C[C@@H]([C@H](C1)O)O ((3S,4S)-1-benzyl-3,4-dihydroxypyrrolidine). Yield: 53.8%. RXN SMILES: II.[CH2:3]([N:10]1[C:14](=O)[C@H:13]([OH:16])[C@@H:12]([OH:17])[C:11]1=O)[C:4]1[CH:9]=[CH:8][CH:7]=[CH:6][CH:5]=1.B.[Na].[OH-].[K+]>C1COCC1.CO>[CH2:3]([N:10]1[CH2:14][C@H:13]([OH:16])[C@@H:12]([OH:17])[CH2:11]1)[C:4]1[CH:5]=[CH:6][CH:7]=[CH:8][CH:9]=1 |f:2.3,4.5,^1:19|. Reported procedure: A solution of 50.7 g (0.2 mole) iodine in 200 ml THF was added dropwise to a suspension of 22.1 g (0.1 mole) (3R,4R)-1-benzyl-3,4-dihydroxy-2,5-pyrrolidinedione (IIb) and 15.2 g (0.4 mole) sodium boron hydride in 500 ml THF within 1 h at 12°-15° C. The mixture was then heated 2 d under argon on a reflux. After cooling off, 50 ml methanol were added and after the end of the development of gas the mixture was evaporated to dryness. The residue was taken up in 60 ml water and compounded with 15 ml ... Starting materials: ClC=1C=C(C(=O)Cl)C=CC1Cl (3,4-dichlorobenzoylchloride), [Al+3].[Cl-].[Cl-].[Cl-] (AlCl3), Cl (HCl), ice, resultant mixture, ClC1=C(C=CC=C1Cl)OC (2,3-dichloroanisole). The solvent is ClCCCl (1,2-dichloroethane), ClCCCl (1,2-dichloroethane). Reaction conditions: temperature 60 celsius. Yields the product ClC1=C(C(=O)C2=CC(=C(C=C2)Cl)Cl)C=CC(=C1Cl)OC (2,3-dichloro-4-methoxy-3',4'-dichlorobenzophenone). Reaction SMILES: [Cl:1][C:2]1[CH:3]=[C:4]([CH:8]=[CH:9][C:10]=1[Cl:11])[C:5](Cl)=[O:6].[Al+3].[Cl-].[Cl-].[Cl-].[Cl:16][C:17]1[C:22]([Cl:23])=[CH:21][CH:20]=[CH:19][C:18]=1[O:24][CH3:25].Cl>ClCCCl>[Cl:23][C:22]1[C:17]([Cl:16])=[C:18]([O:24][CH3:25])[CH:19]=[CH:20][C:21]=1[C:5]([C:4]1[CH:8]=[CH:9][C:10]([Cl:11])=[C:2]([Cl:1])[CH:3]=1)=[O:6] |f:1.2.3.4|. Procedure: To a solution of 57.6 g of 3,4-dichlorobenzoylchloride in 1,2-dichloroethane (150 ml) is added 36.7 g of AlCl3 in portions over a 30 minute period. To the resultant mixture is added dropwise 44.26 g of 2,3-dichloroanisole in 1,2-dichloroethane (150 ml). There is an evolution of gas and the reaction mixture is heated to 60° C. for one hour. The mixture is then poured over 150 ml of concentrated HCl and 150 ml of ice and then extracted with CHCl3 and then ethanol. The resultant organic layer is wa...